This data is from the Open Reaction Database (ORD), a public repository of structured organic reaction records. The task is: describe an organic reaction: reactants, conditions, products, and yield Reactants: solution, B(Br)(Br)Br (boron tribromide), COC=1C=C2C=COC(C2=CC1)=O (6-methoxy-isochromen-1-one). As a reaction SMILES: B(Br)(Br)Br.C[O:6][C:7]1[CH:8]=[C:9]2[C:14](=[CH:15][CH:16]=1)[C:13](=[O:17])[O:12][CH:11]=[CH:10]2>C(Cl)Cl>[OH:6][C:7]1[CH:8]=[C:9]2[C:14](=[CH:15][CH:16]=1)[C:13](=[O:17])[O:12][CH2:11][CH2:10]2. Procedure: A 1M solution of boron tribromide in methylene chloride (101 mL) was added at 0° C. to a solution of 6-methoxy-isochromen-1-one (8.9 g) in methylene chloride (178 mL). Then the ice bath was removed and the reaction mixture was stirred overnight at room temperature. Then the mixture was cooled to 0° C., water was added and the aqueous phase was extracted several times with ethyl acetate. The organic phases were combined, dried over sodium sulfate and the solvent was removed in vacuum. In this way... Solvent: C(Cl)Cl (methylene chloride), C(Cl)Cl (methylene chloride). Run at time 8 hour. Yields the product OC=1C=C2CCOC(C2=CC1)=O (6-Hydroxy-isochroman-1-one). Starting materials: CCC[C@@H](C(=O)OCC)N[C@@H](C)C(=O)N1[C@H]2CCCC[C@H]2C[C@H]1C(=O)O (perindopril), C(C)(=O)OCC (ethyl acetate), C(C)(C)(C)N (tert-butylamine), aliphatic alcohol, C(C)#N (acetonitrile). The solvent is O1CCOCC1 (dioxane). The product is CCC[C@@H](C(=O)OCC)N[C@@H](C)C(=O)N1[C@H]2CCCC[C@H]2C[C@H]1C(=O)O.CC(C)(C)N (perindopril erbumine). RXN SMILES: [CH3:1][CH2:2][CH2:3][C@H:4]([NH:10][C@H:11]([C:13]([N:15]1[C@H:23]([C:24]([OH:26])=[O:25])[CH2:22][C@H:21]2[C@@H:16]1[CH2:17][CH2:18][CH2:19][CH2:20]2)=[O:14])[CH3:12])[C:5]([O:7][CH2:8][CH3:9])=[O:6].C(#N)C.C(OCC)(=O)C.[C:36]([NH2:40])([CH3:39])([CH3:38])[CH3:37]>O1CCOCC1>[CH3:1][CH2:2][CH2:3][C@H:4]([NH:10][C@H:11]([C:13]([N:15]1[C@H:23]([C:24]([OH:26])=[O:25])[CH2:22][C@H:21]2[C@@H:16]1[CH2:17][CH2:18][CH2:19][CH2:20]2)=[O:14])[CH3:12])[C:5]([O:7][CH2:8][CH3:9])=[O:6].[CH3:37][C:36]([NH2:40])([CH3:39])[CH3:38] |f:5.6|. Reported procedure: The perindopril free base is dissolved in a solvent chosen from lower aliphatic alcohol, acetonitrile, ethyl acetate or dioxane or mixtures thereof and the solution reacted with tert-butylamine to form perindopril erbumine, which is crystallized by heating the reaction mixture, filtering hot, cooling and finally filtering of the crystallized perindopril erbumine. The reactants are aqueous solution, C(C=C)(=O)O (acrylic acid), aqueous solution, S(=O)(=O)([O-])OOS(=O)(=O)[O-].[NH4+].[NH4+] (ammonium persulfate), aqueous solution, OO (hydrogen peroxide), aqueous solution, C(\C=C/C(=O)[O-])(=O)[O-].[Na+].[Na+] (disodium maleate), [OH-].[Na+] (sodium hydroxide), C1(\C=C/C(=O)O1)=O (Maleic anhydride), C1(\C=C/C(=O)O1)=O (maleic anhydride), [OH-].[Na+] (sodium hydroxide). The solvent is O (water). Conditions: time 1 hour. Yields the product C(C=C)(=O)O.C(\C=C/C(=O)O)(=O)O (Acrylic Acid Maleic Acid). As a reaction SMILES: C1(=O)[O:6][C:4](=[O:5])[CH:3]=[CH:2]1.[OH-].[Na+].[C:10]([O-:17])(=[O:16])/[CH:11]=[CH:12]\[C:13]([O-:15])=[O:14].[Na+].[Na+].C(O)(=O)C=C.S(OOS([O-])(=O)=O)([O-])(=O)=O.[NH4+].[NH4+].OO>O>[C:4]([OH:6])(=[O:5])[CH:3]=[CH2:2].[C:10]([OH:17])(=[O:16])/[CH:11]=[CH:12]\[C:13]([OH:15])=[O:14] |f:1.2,3.4.5,7.8.9,12.13|. Procedure: 58.8 g (0.6 mole) of maleic anhydride, 200 g of water, 48 g (1.2 moles) of sodium hydroxide were charged in a flask equipped with a thermometer and a Dimroth condenser. Maleic anhydride was neutralized while performing agitation to prepare an aqueous solution of 30% disodium maleate. After that, the heating was performed to a reflux temperature under the normal pressure. Subsequently, 72 g (0.4 mole) of an aqueous solution of 40% acrylic acid, 50 g of an aqueous solution of 10% ammonium persulfa... The reactants are [Li]CCCC, C1CCOC1, CCCCCC, C=CC=O, Fc1ccccc1C(F)(F)F, O=S(=O)(O)O. Product: C=CC(O)c1cccc(C(F)(F)F)c1F. Reaction SMILES: [CH2:12]([Li:13])[CH2:14][CH2:15][CH3:16].[CH2:26]1[O:27][CH2:28][CH2:29][CH2:30]1.[CH3:31][CH2:32][CH2:33][CH2:34][CH2:35][CH3:36].[CH:17](=[O:18])[CH:19]=[CH2:20].[F:1][c:2]1[c:3]([C:8]([F:9])([F:10])[F:11])[cH:4][cH:5][cH:6][cH:7]1.[S:21](=[O:22])(=[O:23])([OH:24])[OH:25]>>[F:1][c:2]1[c:3]([C:8]([F:9])([F:10])[F:11])[cH:4][cH:5][cH:6][c:7]1[CH:17]([OH:18])[CH:19]=[CH2:20].